Dataset: the Open Reaction Database (ORD), a public repository of structured organic reaction records. Task: describe an organic reaction: reactants, conditions, products, and yield The reactants are O (Water), BrC1=C(C=C(C=C1)C)SCC#C (1-bromo-4-methyl-2 prop-2-inylthiobenzene), CC(=O)C (acetone), OOS(=O)[O-].[K+] (Oxone). The reagents and catalysts are [Br-].C(CCC)[N+](CCCC)(CCCC)CCCC (tetrabutylammonium bromide). The solvent is C(C)(=O)OCC (ethyl acetate). Reaction conditions: time 21 hour. Yields the product BrC1=C(C=C(C=C1)C)S(=O)CC#C (1-bromo-4-methyl-2-(prop-2-inylsulfinyl)benzene). Isolated yield 93.0%. As a reaction SMILES: [Br:1][C:2]1[CH:7]=[CH:6][C:5]([CH3:8])=[CH:4][C:3]=1[S:9][CH2:10][C:11]#[CH:12].CC(C)=[O:15].OOS([O-])=O.[K+].O>[Br-].C([N+](CCCC)(CCCC)CCCC)CCC.C(OCC)(=O)C>[Br:1][C:2]1[CH:7]=[CH:6][C:5]([CH3:8])=[CH:4][C:3]=1[S:9]([CH2:10][C:11]#[CH:12])=[O:15] |f:2.3,5.6|. Procedure: To a solution of 1-bromo-4-methyl-2 prop-2-inylthiobenzene (62.18 g, 258 mmol), acetone (1.50 g, 25.8 mmol) and tetrabutylammonium bromide (4.16 g, 12.9 mmol) in ethyl acetate (750 ml), an aqueous solution of Oxone (166.6 g, 271 mmol) (750 ml) was added, and vigorously stirred for 21 hours. Water (250 ml) was added thereto to dissolve salts in the aqueous phase, and the aqueous phase was removed and the organic phase was washed with water (300 ml×3 times). The mixture was further washed twice wi... Starting materials: CN1N=C(C=C1)NC(=O)C1=NC(=CC=C1NC=1C=NC=CC1)C (6-Methyl-3-(pyridin-3-ylamino)-pyridine-2-carboxylic acid (1-methyl-1H-pyrazol-3-yl)-amide), BrC1=CC(=CC=C1)F (1-Bromo-3-fluorobenzene). Product: CN1N=C(C=C1)NC(=O)C1=NC(=CC=C1NC1=CC(=CC=C1)F)C (3-(3-Fluoro-phenylamino)-6-methyl-pyridine-2-carboxylic acid (1-methyl-1H-pyrazol-3-yl)-amide). Reaction SMILES: [CH3:1][N:2]1[CH:6]=[CH:5][C:4]([NH:7][C:8]([C:10]2[C:15]([NH:16][C:17]3[CH:18]=N[CH:20]=[CH:21][CH:22]=3)=[CH:14][CH:13]=[C:12]([CH3:23])[N:11]=2)=[O:9])=[N:3]1.BrC1C=CC=[C:27]([F:31])C=1>>[CH3:1][N:2]1[CH:6]=[CH:5][C:4]([NH:7][C:8]([C:10]2[C:15]([NH:16][C:17]3[CH:22]=[CH:21][CH:20]=[C:27]([F:31])[CH:18]=3)=[CH:14][CH:13]=[C:12]([CH3:23])[N:11]=2)=[O:9])=[N:3]1. Procedure details: The title compound, was prepared from 3-Amino-6-methyl-pyridine-2-carboxylic acid (1-methyl-1H-pyrazol-3-yl)-amide (example 16) in accordance with the general method of example 20 using 1-Bromo-3-fluorobenzene instead of 3-Bromo-4-methylpyridine to yield the final compound as a light brown solid, MS (ISP): m/e=326.0 (M+H+). Starting materials: N1CCOCC1 (morpholine), C([O-])([O-])=O.[K+].[K+] (potassium carbonate), mixture, BrCC=1N=C(C2=C(N1)OC(=N2)C=2OC=CC2)OCCC (5-bromomethyl-2-furan-2-yl-7-propoxy-oxazolo[5,4-d]pyrimidine), BrC1=CC=C(O1)C=1OC=2N=C(N=C(C2N1)OCCC)CBr (2-(5-bromo-furan-2-yl)-5-bromomethyl-7-propoxy-oxazolo[5,4-d]pyrimidine). Solvent: CN(C=O)C (dimethylformamide), C(C)(=O)OCC (ethyl acetate), O (water). Conditions: time 48 hour. The product is BrC1=CC=C(O1)C=1OC=2N=C(N=C(C2N1)OCCC)CN1CCOCC1 (2-(5-bromo-furan-2-yl)-5-morpholin-4-ylmethyl-7-propoxy-oxazolo[5,4-d]pyrimidine), O1C(=CC=C1)C=1OC=2N=C(N=C(C2N1)OCCC)CN1CCOCC1 (2-Furan-2-yl-5-morpholin-4-ylmethyl-7-propoxy-oxazolo[5,4-d]pyrimidine). As a reaction SMILES: [NH:1]1[CH2:6][CH2:5][O:4][CH2:3][CH2:2]1.C(=O)([O-])[O-].[K+].[K+].Br[CH2:14][C:15]1[N:16]=[C:17]([O:29][CH2:30][CH2:31][CH3:32])[C:18]2[N:23]=[C:22]([C:24]3[O:25][CH:26]=[CH:27][CH:28]=3)[O:21][C:19]=2[N:20]=1.[Br:33][C:34]1[O:38][C:37]([C:39]2[O:40][C:41]3[N:42]=[C:43]([CH2:52]Br)[N:44]=[C:45]([O:48][CH2:49][CH2:50][CH3:51])[C:46]=3[N:47]=2)=[CH:36][CH:35]=1>CN(C)C=O.C(OCC)(=O)C.O>[Br:33][C:34]1[O:38][C:37]([C:39]2[O:40][C:41]3[N:42]=[C:43]([CH2:52][N:1]4[CH2:6][CH2:5][O:4][CH2:3][CH2:2]4)[N:44]=[C:45]([O:48][CH2:49][CH2:50][CH3:51])[C:46]=3[N:47]=2)=[CH:36][CH:35]=1.[O:25]1[CH:26]=[CH:27][CH:28]=[C:24]1[C:22]1[O:21][C:19]2[N:20]=[C:15]([CH2:14][N:1]3[CH2:6][CH2:5][O:4][CH2:3][CH2:2]3)[N:16]=[C:17]([O:29][CH2:30][CH2:31][CH3:32])[C:18]=2[N:23]=1 |f:1.2.3|. Procedure details: 91.5 mg of morpholine and 207 mg of potassium carbonate were added to a solution of 169 mg of the mixture of 5-bromomethyl-2-furan-2-yl-7-propoxy-oxazolo[5,4-d]pyrimidine and 2-(5-bromo-furan-2-yl)-5-bromomethyl-7-propoxy-oxazolo[5,4-d]pyrimidine obtained in step (a) in 3 ml of dimethylformamide. The reaction mixture was stirred at room temperature for 48 h. Then 50 ml each of water and ethyl acetate were added, the mixture was filtered through a Varian ChemElut cartridge, the cartridge washed w... As a reaction SMILES: C([BH3-])#N.[Na+].C(O)(=O)C.[CH3:9][O:10][N:11]=[CH:12][CH2:13][CH2:14][CH2:15][N:16]1[C:28]2[C:27]3[N:26]=[CH:25][CH:24]=[CH:23][C:22]=3[N:21]=[C:20]([NH2:29])[C:19]=2[N:18]=[C:17]1[CH2:30][CH2:31][CH3:32]>CO>[CH3:9][O:10][NH:11][CH2:12][CH2:13][CH2:14][CH2:15][N:16]1[C:28]2[C:27]3[N:26]=[CH:25][CH:24]=[CH:23][C:22]=3[N:21]=[C:20]([NH2:29])[C:19]=2[N:18]=[C:17]1[CH2:30][CH2:31][CH3:32] |f:0.1|. Reaction conditions: time 20 minute. Solvent: CO (methanol). Yields the product CONCCCCN1C(=NC=2C(=NC=3C=CC=NC3C21)N)CCC (1-[4-(methoxyamino)butyl]-2-propyl-1H-imidazo[4,5-c]-1,5-naphthyridin-4-amine). Isolated yield 106.8%. The reactants are C(#N)[BH3-].[Na+] (Sodium cyanoborohydride), C(C)(=O)O (acetic acid), CON=CCCCN1C(=NC=2C(=NC=3C=CC=NC3C21)N)CCC (4-(4-amino-2-propyl-1H-imidazo[4,5-c][1,5]naphthyridin-1-yl)butyraldehyde O-methyloxime). Procedure: Sodium cyanoborohydride (0.54 g, 8.64 mmol, 3 eq) and acetic acid (7 mL) were added to a solution of 4-(4-amino-2-propyl-1H-imidazo[4,5-c][1,5]naphthyridin-1-yl)butyraldehyde O-methyloxime (0.94 g, 2.88 mmol, 1 eq) in methanol (7 mL) and stirred at ambient temperature for 20 minutes. The reaction mixture was concentrated under reduced pressure and diluted with dichloromethane (60 mL) and saturated aqueous sodium bicarbonate (40 mL). The phases were separated and the aqueous phase was adjusted to... Starting materials: C1=CC=C(C=C1)P(C2=CC=CC=C2)C3=CC=CC=C3 (PPh3), C(=O)([O-])[O-].[Na+].[Na+] (Na2CO3), C(CCC)C=1N(C(=C(N1)C#N)I)CC(C)(C)O (2-butyl-1-(2-hydroxy-2-methylpropyl)-5-iodo-1H-imidazole-4-carbonitrile), Cl.NC1=C(C=CC(=C1)C(=O)OC)B(O)O (2-amino-4-methoxycarbonylphenylboronic acid hydrochloride salt), C1=CC=C(C=C1)P(C2=CC=CC=C2)C3=CC=CC=C3 (PPh3). Reagents/catalysts: CC(=O)[O-].CC(=O)[O-].[Pd+2] (Pd(OAc)2), CC(=O)[O-].CC(=O)[O-].[Pd+2] (Pd(OAc)2). The solvent is COCCOC (DME). Conditions: temperature 100 celsius. Product: NC1=C(C=CC(=C1)C(=O)OC)C1=C(N=C(N1CC(C)(C)O)CCCC)C#N (5-(2-Amino-4-methoxycarbonylphenyl)-2-butyl-1-(2-hydroxy-2-methylpropyl)-1H-imidazole-4-carbonitrile). RXN SMILES: C1C=CC(P(C2C=CC=CC=2)C2C=CC=CC=2)=CC=1.[CH2:20]([C:24]1[N:25]([CH2:32][C:33]([OH:36])([CH3:35])[CH3:34])[C:26](I)=[C:27]([C:29]#[N:30])[N:28]=1)[CH2:21][CH2:22][CH3:23].Cl.[NH2:38][C:39]1[CH:44]=[C:43]([C:45]([O:47][CH3:48])=[O:46])[CH:42]=[CH:41][C:40]=1B(O)O.C([O-])([O-])=O.[Na+].[Na+]>COCCOC.CC([O-])=O.CC([O-])=O.[Pd+2]>[NH2:38][C:39]1[CH:44]=[C:43]([C:45]([O:47][CH3:48])=[O:46])[CH:42]=[CH:41][C:40]=1[C:26]1[N:25]([CH2:32][C:33]([OH:36])([CH3:35])[CH3:34])[C:24]([CH2:20][CH2:21][CH2:22][CH3:23])=[N:28][C:27]=1[C:29]#[N:30] |f:2.3,4.5.6,8.9.10|. Reported procedure: To a suspension of Pd(OAc)2 (11.2 mg, 0.05 mmol, 0.05 equiv) and PPh3 (26.2 mg, 0.1 mmol, 0.1 equiv) in DME (4 mL) were sequentially added 2-butyl-1-(2-hydroxy-2-methylpropyl)-5-iodo-1H-imidazole-4-carbonitrile S5 (347 mg, 1 mmol, 1 equiv), 2-amino-4-methoxycarbonylphenylboronic acid hydrochloride salt (347 mg, 1.5 mmol, 1.5 equiv) and 1.5 M aqueous Na2CO3 (2.0 mL, 3 mmol, 3 equiv) at 25° C. The reaction was heated at 100° C. for 6 h. TLC and MS analysis indicated the presence of S5; consequentl... Solvent: CN(C)C=O (DMF). Run at temperature 23 celsius, time 72 hour. Procedure details: Prior to irradiation, the reaction mixture was degassed by bubbling argon for 20 minutes The yield is 75.0%. Yields the product CC(C)(C)OC(=O)N1CCCC1c1ccc(C#N)c(F)c1. The reactants are CC(C)(C)OC(=O)N1CCCC1C(=O)O (Boc-Pro-OH), N#Cc1ccc(Br)cc1F (1-bromo,3-fluoro,4-cyanobenzene). Reagents/catalysts: [Cs+].[Cs+].[O-]C([O-])=O (CsCO3), CC(C)(C)C1=CC(=NC=C1)C2=NC=CC(=C2)C(C)(C)C (4,4-di-tert-butyl-2,2-bipyridyl), COCCOC.Cl[Ni]Cl (NiCl2-glyme), CC(C)(C)C1=CC2=N(->[Ir+]34(<-N5=CC(C(F)(F)F)=CC=C5C5=C(F)C=C(F)C=C53)(<-N3=CC(C(F)(F)F)=CC=C3C3=C(F)C=C(F)C=C34)<-N3=C2C=C(C(C)(C)C)C=C3)C=C1.F[P-](F)(F)(F)(F)F (Ir[dF(CF3)ppy]2(dtbbpy)PF6). The reactants are O (water), C([O-])([O-])=O.[K+].[K+] (potassium carbonate), C1(CCCCC1)C(C)(C)C1CCC(CC1)N (4-(2-cyclohexylprop-2-yl)-cyclohexylamine), ClCC(C)OC(CCl)C (di-(1-chloro-2-propyl)-ether). The solvent is C1(CCCCC1)O (cyclohexanol). Product: CC1CN(CC(O1)C)C1CCC(CC1)C(C)(C)C1CCCCC1 (2,6-Dimethyl-4-[4-(2-cyclohexylprop-2-yl)-cyclohexyl]-morpholine). As a reaction SMILES: C(=O)([O-])[O-].[K+].[K+].[CH:7]1([C:13]([CH:16]2[CH2:21][CH2:20][CH:19]([NH2:22])[CH2:18][CH2:17]2)([CH3:15])[CH3:14])[CH2:12][CH2:11][CH2:10][CH2:9][CH2:8]1.Cl[CH2:24][CH:25]([O:27][CH:28]([CH3:31])[CH2:29]Cl)[CH3:26].O>C1(O)CCCCC1>[CH3:24][CH:25]1[O:27][CH:28]([CH3:31])[CH2:29][N:22]([CH:19]2[CH2:18][CH2:17][CH:16]([C:13]([CH:7]3[CH2:8][CH2:9][CH2:10][CH2:11][CH2:12]3)([CH3:15])[CH3:14])[CH2:21][CH2:20]2)[CH2:26]1 |f:0.1.2|. Procedure: 41.4 g (0.3 mole) of potassium carbonate is added to a solution of 23.3 g (0.1 mole) of 4-(2-cyclohexylprop-2-yl)-cyclohexylamine and 17.1 g (0.1 mole) of di-(1-chloro-2-propyl)-ether in 200 ml of cyclohexanol, and the mixture is refluxed for 8 hours while stirring. After cooling, approx. 100 ml of water is added, and the organic phase is separated and dried over a small amount of Na2SO4. The residue remaining after the cyclohexanol has been distilled off is fractionally distilled under reduced ... RXN SMILES: [C:1]([O:5][C:6](=[O:35])[NH:7][C@H:8]1[CH2:12][CH2:11][C@H:10]([NH:13][C:14]2[C:19]([N+:20]([O-])=O)=[CH:18][N:17]=[C:16]3[N:23]([S:26]([C:29]4[CH:34]=[CH:33][CH:32]=[CH:31][CH:30]=4)(=[O:28])=[O:27])[CH:24]=[CH:25][C:15]=23)[CH2:9]1)([CH3:4])([CH3:3])[CH3:2]>C(O)(=O)C.[OH-].[Pd+2].[OH-]>[C:1]([O:5][C:6](=[O:35])[NH:7][C@H:8]1[CH2:12][CH2:11][C@H:10]([NH:13][C:14]2[C:19]([NH2:20])=[CH:18][N:17]=[C:16]3[N:23]([S:26]([C:29]4[CH:34]=[CH:33][CH:32]=[CH:31][CH:30]=4)(=[O:28])=[O:27])[CH:24]=[CH:25][C:15]=23)[CH2:9]1)([CH3:4])([CH3:2])[CH3:3] |f:2.3.4|. Reported procedure: A mixture of racemic trans [3-(1-benzenesulfonyl-5-nitro-1H-pyrrolo[2,3-b]pyridin-4-ylamino)-cyclopentyl]-carbamic acid tert-butyl ester (23.7 g, 47.2 mmol) and palladium hydroxide (2.44 g, 20%) in acetic acid (285 mL) was stirred under an atmosphere of hydrogen at 50° C. for 3 hours and then room temperature for 18 hours. The mixture was filtered through Celite® and then concentrated in vacuo. The residue was dissolved in DCM, then washed (saturated sodium hydrogen carbonate solution (3×) and b... Isolated yield 52.1%. The reagents and catalysts are [OH-].[Pd+2].[OH-] (palladium hydroxide). The reactants are C(C)(C)(C)OC(N[C@@H]1C[C@H](CC1)NC1=C2C(=NC=C1[N+](=O)[O-])N(C=C2)S(=O)(=O)C2=CC=CC=C2)=O (racemic trans [3-(1-benzenesulfonyl-5-nitro-1H-pyrrolo[2,3-b]pyridin-4-ylamino)-cyclopentyl]-carbamic acid tert-butyl ester). Conditions: temperature 50 celsius, time 3 hour. Run in C(C)(=O)O (acetic acid). Product: C(C)(C)(C)OC(N[C@@H]1C[C@H](CC1)NC1=C2C(=NC=C1N)N(C=C2)S(=O)(=O)C2=CC=CC=C2)=O (racemic trans [3-(5-amino-1-benzenesulfonyl-1H-pyrrolo[2,3-b]pyridin-4-ylamino)-cyclopentyl]-carbamic acid tert-butyl ester).